This data is from the Open Reaction Database (ORD), a public repository of structured organic reaction records. The task is: describe an organic reaction: reactants, conditions, products, and yield Reactants: [N+](=O)([O-])C1=C2C=CC(=NC2=CC=C1)Cl (5-nitro-2-chloroquinoline), NC1=CC=CC=2CC(OC21)(C)C (7-amino-2,3-dihydro-2,2-dimethylbenzofuran), N1C=NC2=C1C=CC(=C2)C=O (1H-benzimidazole-5-carbaldehyde). The product is N1C=NC2=C1C=CC(=C2)CNC=2C=1C=CC(=NC1C=CC2)NC2=CC=CC=1CC(OC12)(C)C (N5-(1H-Benzoimidazol-5-ylmethyl)-N2-(2,2-dimethyl-2,3-dihydro-benzofuran-7-yl)-quinoline-2,5-diamine). Reaction SMILES: [N+:1]([C:4]1[CH:13]=[CH:12][CH:11]=[C:10]2[C:5]=1[CH:6]=[CH:7][C:8](Cl)=[N:9]2)([O-])=O.[NH2:15][C:16]1[C:24]2[O:23][C:22]([CH3:26])([CH3:25])[CH2:21][C:20]=2[CH:19]=[CH:18][CH:17]=1.[NH:27]1[C:31]2[CH:32]=[CH:33][C:34]([CH:36]=O)=[CH:35][C:30]=2[N:29]=[CH:28]1>>[NH:27]1[C:31]2[CH:32]=[CH:33][C:34]([CH2:36][NH:1][C:4]3[C:5]4[CH:6]=[CH:7][C:8]([NH:15][C:16]5[C:24]6[O:23][C:22]([CH3:26])([CH3:25])[CH2:21][C:20]=6[CH:19]=[CH:18][CH:17]=5)=[N:9][C:10]=4[CH:11]=[CH:12][CH:13]=3)=[CH:35][C:30]=2[N:29]=[CH:28]1. Procedure: The title compound, MS: m/e=436.1 (M+H+), was prepared from 5-nitro-2-chloroquinoline, 7-amino-2,3-dihydro-2,2-dimethylbenzofuran (CAS 68298-46-4) and 1H-benzimidazole-5-carbaldehyde as described in example 26. The reactants are CC(C(=O)NC1=CC(=CC=C1)C1CCN(CC1)CCCCC(=O)C1=CC(=CC=C1)[N+](=O)[O-])C (2-methyl-N-(3-{1-[5-(3-nitrophenyl)-5-oxopentyl]-4-piperidinyl}phenyl)propanamide), Cl.CC1=CC=C(C=C1)NN (4-methylphenylhydrazine hydrochloride). Yields the product CC(C(=O)NC1=CC(=CC=C1)C1CCN(CC1)CCCC1=C(NC2=CC=C(C=C12)C)C1=CC(=CC=C1)[N+](=O)[O-])C (2-METHYL-N-[3-(1-{3-[5-METHYL-2-(3-NITROPHENYL)-1H-INDOL-3-YL]PROPYL}-4-PIPERIDINYL)PHENYL]PROPANAMIDE). As a reaction SMILES: [CH3:1][CH:2]([CH3:33])[C:3]([NH:5][C:6]1[CH:11]=[CH:10][CH:9]=[C:8]([CH:12]2[CH2:17][CH2:16][N:15]([CH2:18][CH2:19][CH2:20][CH2:21][C:22]([C:24]3[CH:29]=[CH:28][CH:27]=[C:26]([N+:30]([O-:32])=[O:31])[CH:25]=3)=O)[CH2:14][CH2:13]2)[CH:7]=1)=[O:4].Cl.[CH3:35][C:36]1[CH:41]=[CH:40][C:39]([NH:42]N)=[CH:38][CH:37]=1>>[CH3:1][CH:2]([CH3:33])[C:3]([NH:5][C:6]1[CH:11]=[CH:10][CH:9]=[C:8]([CH:12]2[CH2:17][CH2:16][N:15]([CH2:18][CH2:19][CH2:20][C:21]3[C:40]4[C:39](=[CH:38][CH:37]=[C:36]([CH3:35])[CH:41]=4)[NH:42][C:22]=3[C:24]3[CH:29]=[CH:28][CH:27]=[C:26]([N+:30]([O-:32])=[O:31])[CH:25]=3)[CH2:14][CH2:13]2)[CH:7]=1)=[O:4] |f:1.2|. Procedure: Prepared by Procedure E and Scheme M using 2-methyl-N-(3-{1-[5-(3-nitrophenyl)-5-oxopentyl]-4-piperidinyl}phenyl)propanamide and 4-methylphenylhydrazine hydrochloride: ESMS m/e: 539.2 (M+H)+. Reaction SMILES: CN(C)/[CH:3]=[CH:4]/[C:5]([C:7]1[CH:12]=[CH:11][C:10]([Cl:13])=[CH:9][CH:8]=1)=O.[NH2:15][C:16]([NH2:18])=[S:17].C(=O)([O-])[O-].[K+].[K+]>C(O)C>[Cl:13][C:10]1[CH:11]=[CH:12][C:7]([C:5]2[CH:4]=[CH:3][N:18]=[C:16]([SH:17])[N:15]=2)=[CH:8][CH:9]=1 |f:2.3.4|. Reaction conditions: temperature 85 celsius. Reported procedure: To a solution of (2E)-3-(dimethylamino)-1-(4-chlorophenyl)prop-2-en-1-one (1.5 g, 7.2 mmol) in ethanol (25 ml) was added thiourea (0.60 g, 7.9 mmol) and potassium carbonate (K2CO3) (1.19 g. 8.63 mmol). The resulting suspension was heated to 85° C. for 12 hours then cooled to ambient temperature. The resulting solid was collected and thoroughly washed with water and hexanes to provide a beige solid: EI-MS (m/z) 222 [M+1]+. Run in C(C)O (ethanol). Reactants: CN(/C=C/C(=O)C1=CC=C(C=C1)Cl)C ((2E)-3-(dimethylamino)-1-(4-chlorophenyl)prop-2-en-1-one), NC(=S)N (thiourea), C([O-])([O-])=O.[K+].[K+] (potassium carbonate). Product: ClC1=CC=C(C=C1)C1=NC(=NC=C1)S (4-(4-Chlorophenyl)pyrimidine-2-thiol). Reactants: CNC (dimethylamine), C1(=CC=CC=C1)NC1=NC(=CC(=N1)Cl)C1CC1 (2-phenylamino-4-chloro-6-cyclopropyl-pyrimidine). Run in C(C)O (ethanol). Reaction conditions: temperature 50 celsius. Product: C1(=CC=CC=C1)NC1=NC(=CC(=N1)N(C)C)C1CC1 (2-phenylamino-4-dimethylamino-6-cyclopropylpyrimidine). Reaction SMILES: [CH3:1][NH:2][CH3:3].[C:4]1([NH:10][C:11]2[N:16]=[C:15](Cl)[CH:14]=[C:13]([CH:18]3[CH2:20][CH2:19]3)[N:12]=2)[CH:9]=[CH:8][CH:7]=[CH:6][CH:5]=1>C(O)C>[C:4]1([NH:10][C:11]2[N:16]=[C:15]([N:2]([CH3:3])[CH3:1])[CH:14]=[C:13]([CH:18]3[CH2:20][CH2:19]3)[N:12]=2)[CH:9]=[CH:8][CH:7]=[CH:6][CH:5]=1. Procedure: 17.9 ml of 33% (100 mmol) absolute ethanolic dimethylamine solution are added dropwise to 9.8 g (40 mmol) of 2-phenylamino-4-chloro-6-cyclopropyl-pyrimidine in 20 ml of absolute ethanol at room temperature in the course of 10 minutes, while stirring, and the yellow suspension formed is heated at 50° C. for one hour and then refluxed for a further hour. After evaporation of the solvent, the residue is taken up in 200 ml of methylene chloride and the mixture is washed twice with 100 ml of water ea... Starting materials: C(C1=CC=CC=C1)OC(=O)N1CCN(CC1)C(C(C)(C)NC(=O)OC(C)(C)C)=O (4-benzyloxycarbonyl-1-[2-(tert-butoxycarbonylamino)-2-methylpropionyl]-piperazine), Cl (hydrochloric acid). Run in O1CCCC1 (tetrahydrofuran). Reaction conditions: time 8 hour. Product: NC(C(=O)N1CCN(CC1)C(=O)OCC1=CC=CC=C1)(C)C (1-(2-Amino-2-methylpropionyl)-4-(benzyloxycarbonyl)-piperazine). Yield: 96.9%. As a reaction SMILES: [CH2:1]([O:8][C:9]([N:11]1[CH2:16][CH2:15][N:14]([C:17](=[O:29])[C:18]([NH:21]C(OC(C)(C)C)=O)([CH3:20])[CH3:19])[CH2:13][CH2:12]1)=[O:10])[C:2]1[CH:7]=[CH:6][CH:5]=[CH:4][CH:3]=1.Cl>O1CCCC1>[NH2:21][C:18]([CH3:20])([CH3:19])[C:17]([N:14]1[CH2:15][CH2:16][N:11]([C:9]([O:8][CH2:1][C:2]2[CH:7]=[CH:6][CH:5]=[CH:4][CH:3]=2)=[O:10])[CH2:12][CH2:13]1)=[O:29]. Reported procedure: To a solution of 2-(tert-butoxycarbonylamino)-2-methyl-propionic acid (10 g) in tetrahydrofuran (20 mL) were added 1-(benzyloxycarbonyl)piperazine (16.3 g), 1-hydroxybenzo-triazole (8.02 g) and 1-ethyl-3-(3-dimethylaminopropyl)-carbodiimide hydrochloride (11.4 g), and the mixture was stirred at room temperature overnight. The reaction mixture was poured into water, and the resulting mixture was extracted with ethyl acetate. The extract was washed with water and brine, and dried over anhydrous so...